Dataset: the Open Reaction Database (ORD), a public repository of structured organic reaction records. Task: describe an organic reaction: reactants, conditions, products, and yield Starting materials: FC1=CC(=C(C=O)C=C1)C(F)(F)F (4-fluoro-2-(trifluoromethyl)benzaldehyde), C[S-].[Na+] (sodium thiomethoxide). Run in CN(C)C=O (DMF). Conditions: temperature 90 celsius, time 2 hour. Product: CSC1=CC(=C(C=O)C=C1)C(F)(F)F (4-Methylsulfanyl-2-trifluoromethyl-benzaldehyde). As a reaction SMILES: F[C:2]1[CH:9]=[CH:8][C:5]([CH:6]=[O:7])=[C:4]([C:10]([F:13])([F:12])[F:11])[CH:3]=1.[CH3:14][S-:15].[Na+]>CN(C=O)C>[CH3:14][S:15][C:2]1[CH:9]=[CH:8][C:5]([CH:6]=[O:7])=[C:4]([C:10]([F:13])([F:12])[F:11])[CH:3]=1 |f:1.2|. Reported procedure: To a DMF solution (5 mL) containing 935.3 mg (4.87 mmol) of 4-fluoro-2-(trifluoromethyl)benzaldehyde was added sodium thiomethoxide (414.2 mg, 5.84 mmol). The mixture was stirred at 90° C. for 2 h, partitioned between EtOAc and water. The EtOAc extracts were washed with brine, dried over Na2SO4 and evaporated to afford desired product. The reactants are BrC1=CC=CC(=N1)C=O (6-bromo-2-pyridinecarboxaldehyde), FC(C1=CC=C(C=C1)B(O)O)(F)F (4-(triflouromethyl)benzeneboronic acid), C(=O)([O-])[O-].[Na+].[Na+] (Na2CO3). The reagents and catalysts are C=1C=CC(=CC1)[P](C=2C=CC=CC2)(C=3C=CC=CC3)[Pd]([P](C=4C=CC=CC4)(C=5C=CC=CC5)C=6C=CC=CC6)([P](C=7C=CC=CC7)(C=8C=CC=CC8)C=9C=CC=CC9)[P](C=1C=CC=CC1)(C=1C=CC=CC1)C=1C=CC=CC1 (Pd(PPh3)4). The solvent is COCCOC (DME), O (water). Reaction conditions: time 17 hour. The product is FC(C1=CC=C(C=C1)C1=CC=CC(=N1)C=O)(F)F (6-[4-(Trifluoromethyl)phenyl]-2-pyridinecarbaldehyde). Yield: 81.8%. RXN SMILES: Br[C:2]1[N:7]=[C:6]([CH:8]=[O:9])[CH:5]=[CH:4][CH:3]=1.[F:10][C:11]([F:22])([F:21])[C:12]1[CH:17]=[CH:16][C:15](B(O)O)=[CH:14][CH:13]=1.C([O-])([O-])=O.[Na+].[Na+]>COCCOC.O.C1C=CC([P]([Pd]([P](C2C=CC=CC=2)(C2C=CC=CC=2)C2C=CC=CC=2)([P](C2C=CC=CC=2)(C2C=CC=CC=2)C2C=CC=CC=2)[P](C2C=CC=CC=2)(C2C=CC=CC=2)C2C=CC=CC=2)(C2C=CC=CC=2)C2C=CC=CC=2)=CC=1>[F:10][C:11]([F:22])([F:21])[C:12]1[CH:17]=[CH:16][C:15]([C:2]2[N:7]=[C:6]([CH:8]=[O:9])[CH:5]=[CH:4][CH:3]=2)=[CH:14][CH:13]=1 |f:2.3.4,^1:39,41,60,79|. Procedure details: A solution of 6-bromo-2-pyridinecarboxaldehyde (512 mg, 2.75 mmol) and 4-(triflouromethyl)benzeneboronic acid (522 mg, 2.75 mmol) in DME (46 mL) was treated a slurry of Na2CO3 (875 mg, 8.26 mmol) in water (23 mL) followed by Pd(PPh3)4 (64 mg, 0.06 mmol). The resulting mixture was then heated to reflux, under nitrogen over 30 minutes and then stirred at this temperature for 17 hours. The mixture was then allowed to cool to rt, was reduced under vacuum and the residue partitioned between EtOAc (50... Reactants: BrC1CC1, CC(=O)CCOC(C)C, [Cl-], [Mg], [NH4+], C1CCOC1. The product is CC(C)OCCC(C)(O)C1CC1. RXN SMILES: [CH:2]1([Br:5])[CH2:3][CH2:4]1.[CH:6]([CH3:7])([CH3:8])[O:9][CH2:10][CH2:11][C:12]([CH3:13])=[O:14].[Cl-:15].[Mg:1].[NH4+:16].[O:17]1[CH2:18][CH2:19][CH2:20][CH2:21]1>>[CH:2]1([C:12]([CH2:11][CH2:10][O:9][CH:6]([CH3:7])[CH3:8])([CH3:13])[OH:14])[CH2:3][CH2:4]1. The reactants are CC[SH]1C(c2cnc3ccccn23)=NC(OCc2ccccc2C(F)(F)F)=C1C(=O)O, FC(F)(F)c1ccccc1CBr. Yields the product CC[SH]1C(c2cnc3ccccn23)=NC(O)=C1C(=O)O. RXN SMILES: [CH2:1]([CH3:2])[SH:3]1[C:4]([c:23]2[cH:24][n:25][c:26]3[n:27]2[cH:28][cH:29][cH:30][cH:31]3)=[N:5][C:6]([O:11][CH2:12][c:13]2[cH:14][cH:15][cH:16][cH:17][c:18]2[C:19]([F:20])([F:21])[F:22])=[C:7]1[C:8](=[O:9])[OH:10].[F:32][C:33]([F:34])([F:35])[c:36]1[cH:37][cH:38][cH:39][cH:40][c:41]1[CH2:42][Br:43]>>[CH2:1]([CH3:2])[SH:3]1[C:4]([c:23]2[cH:24][n:25][c:26]3[n:27]2[cH:28][cH:29][cH:30][cH:31]3)=[N:5][C:6]([OH:11])=[C:7]1[C:8](=[O:9])[OH:10]. Reactants: ClC=1N=C(C2=C(N1)C(=NC=N2)SC)N(C)CC (2-chloro-4-(N-methyl-ethylamino)-8-methylthio-pyrimido[5,4-d]pyrimidine), N1CCNCC1 (piperazine). Solvent: CS(=O)C (dimethylsulphoxide). Yields the product CN(C=1C2=C(N=C(N1)N1CCNCC1)C(=NC=N2)SC)CC (4-(N-Methyl-ethylamino)-8-methylthio-2-piperazino-pyrimido[5,4-d]pyrimidine). RXN SMILES: Cl[C:2]1[N:3]=[C:4]([N:14]([CH2:16][CH3:17])[CH3:15])[C:5]2[N:11]=[CH:10][N:9]=[C:8]([S:12][CH3:13])[C:6]=2[N:7]=1.[NH:18]1[CH2:23][CH2:22][NH:21][CH2:20][CH2:19]1>CS(C)=O>[CH3:15][N:14]([CH2:16][CH3:17])[C:4]1[C:5]2[N:11]=[CH:10][N:9]=[C:8]([S:12][CH3:13])[C:6]=2[N:7]=[C:2]([N:18]2[CH2:23][CH2:22][NH:21][CH2:20][CH2:19]2)[N:3]=1. Procedure details: Prepared analogously to Example 2 from 2-chloro-4-(N-methyl-ethylamino)-8-methylthio-pyrimido[5,4-d]pyrimidine and piperazine in dimethylsulphoxide. Run in O (water), O (water). Reported procedure: To the reaction mixture of Example 6 was added sodium borohydride (0.1 m=3.9 g) along with some water (8.7 mL). After stirring at room temperature for 3 hours, the reaction mixture was slowly added to excess amount of water (540 ml) with stirring. The wet filter cake was washed with 270 mL of water, then crystallized from 355 g of butyl chloride to give a crude product. Recrystallization from 300 g of ethyl acetate and dried in a vacuum oven to give 49.3 g of pure title compound in 72% yield for... Reaction conditions: time 3 hour. As a reaction SMILES: [CH2:1]([C:5]1[N:6]([CH2:13][C:14]2[CH:19]=[CH:18][C:17]([C:20]3[CH:25]=[CH:24][CH:23]=[CH:22][C:21]=3[C:26]3[N:27]=[N:28][N:29]([C:31]([C:44]4[CH:49]=[CH:48][CH:47]=[CH:46][CH:45]=4)([C:38]4[CH:43]=[CH:42][CH:41]=[CH:40][CH:39]=4)[C:32]4[CH:37]=[CH:36][CH:35]=[CH:34][CH:33]=4)[N:30]=3)=[CH:16][CH:15]=2)[C:7]([CH:11]=[O:12])=[C:8]([Cl:10])[N:9]=1)[CH2:2][CH2:3][CH3:4].[BH4-].[Na+]>O>[CH2:1]([C:5]1[N:6]([CH2:13][C:14]2[CH:15]=[CH:16][C:17]([C:20]3[CH:25]=[CH:24][CH:23]=[CH:22][C:21]=3[C:26]3[N:27]=[N:28][N:29]([C:31]([C:32]4[CH:37]=[CH:36][CH:35]=[CH:34][CH:33]=4)([C:44]4[CH:45]=[CH:46][CH:47]=[CH:48][CH:49]=4)[C:38]4[CH:39]=[CH:40][CH:41]=[CH:42][CH:43]=4)[N:30]=3)=[CH:18][CH:19]=2)[C:7]([CH2:11][OH:12])=[C:8]([Cl:10])[N:9]=1)[CH2:2][CH2:3][CH3:4] |f:1.2|. Yields the product C(CCC)C=1N(C(=C(N1)Cl)CO)CC1=CC=C(C=C1)C1=C(C=CC=C1)C=1N=NN(N1)C(C1=CC=CC=C1)(C1=CC=CC=C1)C1=CC=CC=C1 (2-n-Butyl-4-chloro-1-[(2'-(2-triphenylmethyl-2H-tetrazol-5-yl)-1,1'-biphenyl-4-yl)methyl]1H-imidazole-5-methanol). Isolated yield 72.0%. Reactants: C(CCC)C=1N(C(=C(N1)Cl)C=O)CC1=CC=C(C=C1)C1=C(C=CC=C1)C=1N=NN(N1)C(C1=CC=CC=C1)(C1=CC=CC=C1)C1=CC=CC=C1 (2-n-Butyl-4-chloro-1-[(2'-(2-triphenylmethyl-2H-tetrazol 5-yl)-1,1'-biphenyl-4-yl)methyl]-1H-imidazole-5-carboxaldehyde), [BH4-].[Na+] (sodium borohydride). The reactants are CN1N=C(C=C1CO)C1=CC=C(C=C1)OC(F)(F)F ([2-methyl-5-(4-trifluoromethoxy-phenyl)-2H-pyrazol-3-yl]-methanol), CN(C(=O)N=NC(=O)N(C)C)C (N,N,N′,N′-tetramethyl azodicarboxamide), C(CCC)P(CCCC)CCCC (tributylphosphine), C(C)OC(CN1C=CC2=CC(=CC=C12)O)=O ((5-hydroxy-indol-1-yl)-acetic acid ethyl ester). The product is C(C)OC(CN1C=CC2=CC(=CC=C12)OCC=1N(N=C(C1)C1=CC=C(C=C1)OC(F)(F)F)C)=O ({5-[2-methyl-5-(4-trifluoromethoxy-phenyl)-2H-pyrazol-3-ylmethoxy]-indol-1-yl}-acetic acid ethyl ester). Reaction SMILES: [CH2:1]([O:3][C:4](=[O:16])[CH2:5][N:6]1[C:14]2[C:9](=[CH:10][C:11]([OH:15])=[CH:12][CH:13]=2)[CH:8]=[CH:7]1)[CH3:2].[CH3:17][N:18]1[C:22]([CH2:23]O)=[CH:21][C:20]([C:25]2[CH:30]=[CH:29][C:28]([O:31][C:32]([F:35])([F:34])[F:33])=[CH:27][CH:26]=2)=[N:19]1.CN(C)C(N=NC(N(C)C)=O)=O.C(P(CCCC)CCCC)CCC>>[CH2:1]([O:3][C:4](=[O:16])[CH2:5][N:6]1[C:14]2[C:9](=[CH:10][C:11]([O:15][CH2:23][C:22]3[N:18]([CH3:17])[N:19]=[C:20]([C:25]4[CH:26]=[CH:27][C:28]([O:31][C:32]([F:34])([F:33])[F:35])=[CH:29][CH:30]=4)[CH:21]=3)=[CH:12][CH:13]=2)[CH:8]=[CH:7]1)[CH3:2]. Procedure details: In analogy to the procedure described for example 3 c], (5-hydroxy-indol-1-yl)-acetic acid ethyl ester was reacted with [2-methyl-5-(4-trifluoromethoxy-phenyl)-2H-pyrazol-3-yl]-methanol in the presence of N,N,N′,N′-tetramethyl azodicarboxamide and tributylphosphine to give {5-[2-methyl-5-(4-trifluoromethoxy-phenyl)-2H-pyrazol-3-ylmethoxy]-indol-1-yl}-acetic acid ethyl ester as colorless oil. The reactants are C([O-])([O-])=O.[Na+].[Na+] (sodium carbonate), NC1=C(C=C(C=C1)CCC)S(=O)(=O)O (2-amino-5-n-propylbenzenesulfonic acid), C([O-])([O-])=O.[Na+].[Na+] (sodium carbonate), Cl.ClCCNCCCl (bis(2-chloroethyl)amine hydrochloride). Solvent: O (water), O (water). The product is N1(CCNCC1)C1=C(C=C(C=C1)CCC)S(=O)(=O)O (2-(1-piperazinyl)-5-n-propylbenzenesulfonic acid). Yield: 67.9%. As a reaction SMILES: [NH2:1][C:2]1[CH:7]=[CH:6][C:5]([CH2:8][CH2:9][CH3:10])=[CH:4][C:3]=1[S:11]([OH:14])(=[O:13])=[O:12].C(=O)([O-])[O-].[Na+].[Na+].Cl.Cl[CH2:23][CH2:24][NH:25][CH2:26][CH2:27]Cl>O>[N:1]1([C:2]2[CH:7]=[CH:6][C:5]([CH2:8][CH2:9][CH3:10])=[CH:4][C:3]=2[S:11]([OH:14])(=[O:12])=[O:13])[CH2:27][CH2:26][NH:25][CH2:24][CH2:23]1 |f:1.2.3,4.5|. Procedure: To 500 ml of water are added 50.0 g of 2-amino-5-n-propylbenzenesulfonic acid and 6.28 g of sodium carbonate and the mixture was dissolved by heating. To the solution was added 88.13 g of bis(2-chloroethyl)amine hydrochloride and the mixture was refluxed by heating for 3 hours, And then, a suspension containing 26.25 g of sodium carbonate suspended in 63 ml of water was added thereto, and the mixture was refluxed by heating for 12 hours. The reaction mixture was condensed under reduced pressure,...